The task is: describe an organic reaction: reactants, conditions, products, and yield. This data is from the Open Reaction Database (ORD), a public repository of structured organic reaction records. The reactants are CCn1nc(C)cc1C(=O)O, NCC1CC2CC2N1C(=O)c1nc(N)sc1-c1cccc(F)c1. The product is CCn1nc(C)cc1C(=O)NCC1CC2CC2N1C(=O)c1nc(N)sc1-c1cccc(F)c1. As a reaction SMILES: [CH2:24]([CH3:25])[n:26]1[n:27][c:28]([CH3:34])[cH:29][c:30]1[C:31](=[O:32])[OH:33].[NH2:1][c:2]1[s:3][c:4](-[c:17]2[cH:18][c:19]([F:23])[cH:20][cH:21][cH:22]2)[c:5]([C:7](=[O:8])[N:9]2[CH:10]3[CH2:11][CH:12]3[CH2:13][CH:14]2[CH2:15][NH2:16])[n:6]1>>[NH2:1][c:2]1[s:3][c:4](-[c:17]2[cH:18][c:19]([F:23])[cH:20][cH:21][cH:22]2)[c:5]([C:7](=[O:8])[N:9]2[CH:10]3[CH2:11][CH:12]3[CH2:13][CH:14]2[CH2:15][NH:16][C:31]([c:30]2[n:26]([CH2:24][CH3:25])[n:27][c:28]([CH3:34])[cH:29]2)=[O:32])[n:6]1.